From a dataset of the Open Reaction Database (ORD), a public repository of structured organic reaction records. describe an organic reaction: reactants, conditions, products, and yield The reactants are O (water), [H-].[Na+] (Sodium hydride), O(C1=CC=CC=C1)C=1C=C(CO)C=CC1 (m-phenoxybenzyl alcohol), FC(C1(CO1)C1=CC(=C(C(=C1)F)OCC)F)(F)F ((RS)-1,1,1-trifluoro-2-(3,5-difluoro-4-ethoxyphenyl)prop-2-ene oxide). Run in CN(C=O)C (N,N-dimethylformamide). Conditions: time 2 hour. Yields the product FC(C(COCC1=CC(=CC=C1)OC1=CC=CC=C1)(O)C1=CC(=C(C(=C1)F)OCC)F)(F)F ((RS)-1,1,1-trifluoro-2-(3,5-difluoro-4-ethoxyphenyl)-3-(3-phenoxybenzyloxy)propan-2-ol). RXN SMILES: [H-].[Na+].[O:3]([C:10]1[CH:11]=[C:12]([CH:15]=[CH:16][CH:17]=1)[CH2:13][OH:14])[C:4]1[CH:9]=[CH:8][CH:7]=[CH:6][CH:5]=1.[F:18][C:19]([F:35])([F:34])[C:20]1([C:23]2[CH:28]=[C:27]([F:29])[C:26]([O:30][CH2:31][CH3:32])=[C:25]([F:33])[CH:24]=2)[O:22][CH2:21]1.O>CN(C)C=O>[F:35][C:19]([F:18])([F:34])[C:20]([C:23]1[CH:24]=[C:25]([F:33])[C:26]([O:30][CH2:31][CH3:32])=[C:27]([F:29])[CH:28]=1)([OH:22])[CH2:21][O:14][CH2:13][C:12]1[CH:15]=[CH:16][CH:17]=[C:10]([O:3][C:4]2[CH:5]=[CH:6][CH:7]=[CH:8][CH:9]=2)[CH:11]=1 |f:0.1|. Procedure: Sodium hydride (0.48 g of a 50% dispersion in oil) was added to a stirred solution of m-phenoxybenzyl alcohol (2 g in dry N,N-dimethylformamide (20 cm3) under an atmosphere of dry nitrogen at the ambient temperature (ca 20° C.), and the mixture was stirred for 2 hours. The solution of (RS)-1,1,1-trifluoro-2-(3,5-difluoro-4-ethoxyphenyl) prop-2-ene oxide prepared in stage 1 was then added and the reaction mixture stirred for a further 2 hours. The mixture was then poured into water (100 cm3) and ...